From a dataset of the Open Reaction Database (ORD), a public repository of structured organic reaction records. describe an organic reaction: reactants, conditions, products, and yield The reactants are BrBr (bromine), COCOC=1C(=C(C2=C(SC(O2)CCCO)C1C)C)C (3-(5-methoxymethoxy-4,6,7-trimethyl-1,3-benzoxathiole-2-yl)propanol), C1(=CC=CC=C1)P(C1=CC=CC=C1)C1=CC=CC=C1 (triphenylphosphine), N1=CC=CC=C1 (pyridine), BrBr (bromine). The solvent is O (Water), C1=CC=CC=C1 (benzene). Reaction conditions: time 40 minute. The product is BrCCCC1OC2=C(S1)C(=C(C(=C2C)C)OCOC)C (2-(3-Bromopropyl)-5-methoxymethoxy-4,6,7-trimethyl-1,3-benzoxathiole). As a reaction SMILES: [CH3:1][O:2][CH2:3][O:4][C:5]1[C:6]([CH3:20])=[C:7]([CH3:19])[C:8]2[O:12][CH:11]([CH2:13][CH2:14][CH2:15]O)[S:10][C:9]=2[C:17]=1[CH3:18].C1(P(C2C=CC=CC=2)C2C=CC=CC=2)C=CC=CC=1.N1C=CC=CC=1.[Br:46]Br>C1C=CC=CC=1.O>[Br:46][CH2:15][CH2:14][CH2:13][CH:11]1[S:10][C:9]2[C:17]([CH3:18])=[C:5]([O:4][CH2:3][O:2][CH3:1])[C:6]([CH3:20])=[C:7]([CH3:19])[C:8]=2[O:12]1. Reported procedure: 2.6 g of 3-(5-methoxymethoxy-4,6,7-trimethyl-1,3-benzoxathiole-2-yl)propanol (prepared as described in Example 85) and 4.6 g of triphenylphosphine were dissolved in 30 ml of benzene, and 3 ml of dry pyridine were added to the solution. 4.4 g of bromine were then added dropwise at room temperature to this reaction mixture. The temperature rose as the bromine was added, and the mixture was allowed to stand until this temperature rise had finished and the mixture had returned to room temperature. T...